Dataset: the Open Reaction Database (ORD), a public repository of structured organic reaction records. Task: describe an organic reaction: reactants, conditions, products, and yield The reactants are reduced iron, [Cl-].[NH4+] (ammonium chloride), O (water), C(C)(=O)O (acetic acid), C(C)(=O)OC1=C(C=C(C(=C1)C(CC(C)(C)C)(C)C)OCCCCCCCCCCCCCCCC)NS(=O)(=O)C1=C(C=CC(=C1)[N+](=O)[O-])N1CCOCC1 (2-(2'-Morpholino-5'-nitrobenzene-sulfonamido)-4-hexadecyloxy-5-(1,1,3,3-tetramethyl-butyl)phenyl Acetate). Run in C(C)(C)O (isopropyl alcohol). Product: C(C)(=O)OC1=C(C=C(C(=C1)C(CC(C)(C)C)(C)C)OCCCCCCCCCCCCCCCC)NS(=O)(=O)C1=C(C=CC(=C1)N)N1CCOCC1 (2-(2'-Morpholino-5'-aminobenzene-sulfonamido)-4-hexadecyloxy-5-(1,1,3,3-tetramethyl-butyl)phenyl Acetate). Reaction SMILES: [Cl-].[NH4+].O.C(O)(=O)C.[C:8]([O:11][C:12]1[CH:17]=[C:16]([C:18]([CH3:25])([CH3:24])[CH2:19][C:20]([CH3:23])([CH3:22])[CH3:21])[C:15]([O:26][CH2:27][CH2:28][CH2:29][CH2:30][CH2:31][CH2:32][CH2:33][CH2:34][CH2:35][CH2:36][CH2:37][CH2:38][CH2:39][CH2:40][CH2:41][CH3:42])=[CH:14][C:13]=1[NH:43][S:44]([C:47]1[CH:52]=[C:51]([N+:53]([O-])=O)[CH:50]=[CH:49][C:48]=1[N:56]1[CH2:61][CH2:60][O:59][CH2:58][CH2:57]1)(=[O:46])=[O:45])(=[O:10])[CH3:9]>C(O)(C)C>[C:8]([O:11][C:12]1[CH:17]=[C:16]([C:18]([CH3:25])([CH3:24])[CH2:19][C:20]([CH3:21])([CH3:22])[CH3:23])[C:15]([O:26][CH2:27][CH2:28][CH2:29][CH2:30][CH2:31][CH2:32][CH2:33][CH2:34][CH2:35][CH2:36][CH2:37][CH2:38][CH2:39][CH2:40][CH2:41][CH3:42])=[CH:14][C:13]=1[NH:43][S:44]([C:47]1[CH:52]=[C:51]([NH2:53])[CH:50]=[CH:49][C:48]=1[N:56]1[CH2:57][CH2:58][O:59][CH2:60][CH2:61]1)(=[O:45])=[O:46])(=[O:10])[CH3:9] |f:0.1|. Procedure: 26 g of reduced iron, 0.5 g of ammonium chloride, 7.2 ml of water and 7.2 ml of acetic acid were added to 100 ml of isopropyl alcohol and the mixture was refluxed with stirring. To the mixture was gradually added 17.5 g (0.0226 mol) of the compound obtained in Step (d) above and further refluxed with stirring for 20 minutes. After the reaction, the reaction solution was filtered with celite while hot. The filtrate was cooled and the crystals thus-precipitated were collected by filtration. Yield:...